From a dataset of the Open Reaction Database (ORD), a public repository of structured organic reaction records. describe an organic reaction: reactants, conditions, products, and yield The reactants are CCN(CC)S(F)(F)F (DAST), C(C1=CC=CC=C1)N([C@H](C)C1(CC1)O)CC1=CC=CC=C1 ((R)-1-(1-(dibenzylamino)ethyl)cyclopropanol). Run in ClCCl (dichloromethane). Run at time 2 hour. Yields the product C(C1=CC=CC=C1)N([C@H](C)C1(CC1)F)CC1=CC=CC=C1 (Dibenzyl-[(R)-1-(1-fluoro-cyclopropyl)-ethyl]-amine). Isolated yield 21.7%. Reaction SMILES: CCN(S(F)(F)[F:7])CC.[CH2:10]([N:17]([CH2:24][C:25]1[CH:30]=[CH:29][CH:28]=[CH:27][CH:26]=1)[C@@H:18]([C:20]1(O)[CH2:22][CH2:21]1)[CH3:19])[C:11]1[CH:16]=[CH:15][CH:14]=[CH:13][CH:12]=1>ClCCl>[CH2:10]([N:17]([CH2:24][C:25]1[CH:30]=[CH:29][CH:28]=[CH:27][CH:26]=1)[C@@H:18]([C:20]1([F:7])[CH2:22][CH2:21]1)[CH3:19])[C:11]1[CH:16]=[CH:15][CH:14]=[CH:13][CH:12]=1. Procedure details: DAST (2.99 ml, 22.60 mmol) was added dropwise to a stirred solution of (R)-1-(1-(dibenzylamino)ethyl)cyclopropanol (5.3 g, 18.83 mmol) in dichloromethane (94 ml) at −78° C. under a nitrogen atmosphere. The reaction was allowed to stir for about 2 hrs before quenching with sat. sodium bicarbonate solution (100 mL) via dropwise addition. The quenched reaction was allowed to warm slowly to rt overnight. The organic layer was separated, dried (MgSO4) and evaporated in vacuo before purifying by colum... Starting materials: C1CCNC1, Cc1ccccc1, ClCCl, Clc1ccc(C23CCN(CC2)C3)cn1, [Na+], [Na+], O=C([O-])[O-]. Product: c1cc(N2CCCC2)ncc1C12CCN(CC1)C2. RXN SMILES: [CH2:1]1[CH2:2][CH2:3][NH:4][CH2:5]1.[CH3:26][c:27]1[cH:28][cH:29][cH:30][cH:31][cH:32]1.[Cl:33][CH2:34][Cl:35].[Cl:6][c:7]1[cH:8][cH:9][c:10]([C:13]23[CH2:14][CH2:15][N:16]([CH2:17][CH2:18]2)[CH2:19]3)[cH:11][n:12]1.[Na+:20].[Na+:21].[O-:22][C:23](=[O:24])[O-:25]>>[CH2:1]1[CH2:2][CH2:3][N:4]([c:7]2[cH:8][cH:9][c:10]([C:13]34[CH2:14][CH2:15][N:16]([CH2:17][CH2:18]3)[CH2:19]4)[cH:11][n:12]2)[CH2:5]1.